From a dataset of the Open Reaction Database (ORD), a public repository of structured organic reaction records. describe an organic reaction: reactants, conditions, products, and yield Reactants: CCCCC(CC)CN(CCCCCCO)c1ccccc1, CC(=O)OC(C)=O, ClCCl, [Na+], [Na+], O=S(=O)([O-])[O-], O, c1ccncc1. Product: CCCCC(CC)CN(CCCCCCOC(C)=O)c1ccccc1. RXN SMILES: [CH2:1]([CH3:2])[CH:3]([CH2:4][N:5]([CH2:6][CH2:7][CH2:8][CH2:9][CH2:10][CH2:11][OH:12])[c:13]1[cH:14][cH:15][cH:16][cH:17][cH:18]1)[CH2:19][CH2:20][CH2:21][CH3:22].[CH3:23][C:24](=[O:25])[O:26][C:27](=[O:28])[CH3:29].[Cl:43][CH2:44][Cl:45].[Na+:36].[Na+:37].[O-:38][S:39](=[O:40])(=[O:41])[O-:42].[OH2:46].[cH:30]1[cH:31][cH:32][n:33][cH:34][cH:35]1>>[CH2:1]([CH3:2])[CH:3]([CH2:4][N:5]([CH2:6][CH2:7][CH2:8][CH2:9][CH2:10][CH2:11][O:12][C:24]([CH3:23])=[O:25])[c:13]1[cH:14][cH:15][cH:16][cH:17][cH:18]1)[CH2:19][CH2:20][CH2:21][CH3:22]. Reactants: O (Water), O([Si](C1=CC=CC=C1)(C1=CC=CC=C1)C(C)(C)C)CCC1(CCCCC1)CCC(C(=O)OC)(C(=O)OC)CCCC=C (dimethyl 2-[2-[1-[2-(tert-Butyldiphenylsiloxy)ethyl]cyclohexyl]ethyl]-2-pent-4-enylmalonate), [H-].[Al+3].[Li+].[H-].[H-].[H-] (lithium aluminum hydride), O (water), [OH-].[Na+] (sodium hydroxide). Solvent: C(C)OCC (diethyl ether). Reaction conditions: time 1 hour. The product is O([Si](C1=CC=CC=C1)(C1=CC=CC=C1)C(C)(C)C)CCC1(CCCCC1)CCC(CO)(CO)CCCC=C (2-[2-[1-[2-(tert-Butyldiphenylsiloxy)ethyl]cyclohexyl]ethyl]-2-pent-4-enylpropane-1,3-diol). Isolated yield 77.7%. Reaction SMILES: [O:1]([CH2:19][CH2:20][C:21]1([CH2:27][CH2:28][C:29]([CH2:38][CH2:39][CH2:40][CH:41]=[CH2:42])([C:34](OC)=[O:35])[C:30](OC)=[O:31])[CH2:26][CH2:25][CH2:24][CH2:23][CH2:22]1)[Si:2]([C:15]([CH3:18])([CH3:17])[CH3:16])([C:9]1[CH:14]=[CH:13][CH:12]=[CH:11][CH:10]=1)[C:3]1[CH:8]=[CH:7][CH:6]=[CH:5][CH:4]=1.[H-].[Al+3].[Li+].[H-].[H-].[H-].O.[OH-].[Na+]>C(OCC)C>[O:1]([CH2:19][CH2:20][C:21]1([CH2:27][CH2:28][C:29]([CH2:38][CH2:39][CH2:40][CH:41]=[CH2:42])([CH2:34][OH:35])[CH2:30][OH:31])[CH2:26][CH2:25][CH2:24][CH2:23][CH2:22]1)[Si:2]([C:15]([CH3:16])([CH3:18])[CH3:17])([C:9]1[CH:10]=[CH:11][CH:12]=[CH:13][CH:14]=1)[C:3]1[CH:4]=[CH:5][CH:6]=[CH:7][CH:8]=1 |f:1.2.3.4.5.6,8.9|. Procedure: To a solution of dimethyl 2-[2-[1-[2-(tert-Butyldiphenylsiloxy)ethyl]cyclohexyl]ethyl]-2-pent-4-enylmalonate (910 mg) in diethyl ether (15 mL) was added lithium aluminum hydride (117 mg) under ice cooling. After stirring the solution at room temperature for 1 hour, water (0.12 mL) and a 15% aqueous sodium hydroxide solution (0.12 mL) were successively added thereto. The solution was stirred at room temperature for 15 minutes. Water (0.36 mL) was then added and the solution was stirred at room te... Reactants: BrC=1C=NC=2N(C1)N=C(C2)C(=O)O (6-bromo-pyrazolo[1,5-a]pyrimidine-2-carboxylic acid), COC=1C=C2CCNC(C2=CC1OC)C (6,7-dimethoxy-1-methyl-1,2,3,4-tetrahydro-isoquinoline). Yields the product BrC=1C=NC=2N(C1)N=C(C2)C(=O)N2C(C1=CC(=C(C=C1CC2)OC)OC)C ((6-Bromo-pyrazolo[1,5-a]pyrimidin-2-yl)-(6,7-dimethoxy-1-methyl-3,4-dihydro-1H-isoquinolin-2-yl)-methanone). RXN SMILES: [Br:1][C:2]1[CH:3]=[N:4][C:5]2[N:6]([N:8]=[C:9]([C:11]([OH:13])=O)[CH:10]=2)[CH:7]=1.[CH3:14][O:15][C:16]1[CH:17]=[C:18]2[C:23](=[CH:24][C:25]=1[O:26][CH3:27])[CH:22]([CH3:28])[NH:21][CH2:20][CH2:19]2>>[Br:1][C:2]1[CH:3]=[N:4][C:5]2[N:6]([N:8]=[C:9]([C:11]([N:21]3[CH2:20][CH2:19][C:18]4[C:23](=[CH:24][C:25]([O:26][CH3:27])=[C:16]([O:15][CH3:14])[CH:17]=4)[CH:22]3[CH3:28])=[O:13])[CH:10]=2)[CH:7]=1. Reported procedure: In close analogy to the procedure described in Example 1, 6-bromo-pyrazolo[1,5-a]pyrimidine-2-carboxylic acid is reacted with 6,7-dimethoxy-1-methyl-1,2,3,4-tetrahydro-isoquinoline to provide the title compound as a solid. Starting materials: NCCCCN1C(=NC=2C(=NC=3CCCCC3C21)N)CCOC (1-(4-aminobutyl)-2-(2-methoxyethyl)-6,7,8,9-tetrahydro-1H-imidazo[4,5-c]quinolin-4-amine), FC1=CC=C(C=C1)S(=O)(=O)Cl (4-fluorobenzenesulfonyl chloride). Yields the product NC1=NC=2CCCCC2C2=C1N=C(N2CCCCNS(=O)(=O)C2=CC=C(C=C2)F)CCOC (N1-{4-[4-amino-2-(2-methoxyethyl)-6,7,8,9-tetrahydro-1H-imidazo[4,5-c]quinolin-1-yl]butyl}-4-fluoro-1-benzenesulfonamide). RXN SMILES: [NH2:1][CH2:2][CH2:3][CH2:4][CH2:5][N:6]1[C:18]2[C:17]3[CH2:16][CH2:15][CH2:14][CH2:13][C:12]=3[N:11]=[C:10]([NH2:19])[C:9]=2[N:8]=[C:7]1[CH2:20][CH2:21][O:22][CH3:23].[F:24][C:25]1[CH:30]=[CH:29][C:28]([S:31](Cl)(=[O:33])=[O:32])=[CH:27][CH:26]=1>>[NH2:19][C:10]1[C:9]2[N:8]=[C:7]([CH2:20][CH2:21][O:22][CH3:23])[N:6]([CH2:5][CH2:4][CH2:3][CH2:2][NH:1][S:31]([C:28]3[CH:29]=[CH:30][C:25]([F:24])=[CH:26][CH:27]=3)(=[O:33])=[O:32])[C:18]=2[C:17]2[CH2:16][CH2:15][CH2:14][CH2:13][C:12]=2[N:11]=1. Procedure details: According to the general method of Example 5, 1-(4-aminobutyl)-2-(2-methoxyethyl)-6,7,8,9-tetrahydro-1H-imidazo[4,5-c]quinolin-4-amine and 4-fluorobenzenesulfonyl chloride were combined. Recrystallization from 4:1 n-propyl acetate\methanol provided N1-{4-[4-amino-2-(2-methoxyethyl)-6,7,8,9-tetrahydro-1H-imidazo[4,5-c]quinolin-1-yl]butyl}-4-fluoro-1-benzenesulfonamide as a white crystalline solid, m.p. 191.0-193.0° C. 1H NMR (300 MHz, DMSO-d6) δ7.86-7.81 (m, 2H), 7.67 (broad s, 1H), 7.45-7.39 (m,... Starting materials: C(N)(=S)N1C[C@H]([C@H](CC1)NC(OCC1=CC=CC=C1)=O)OC (Benzyl cis(±)-(1-carbamothioyl-3-methoxypiperidin-4-yl)-carbamate), ClCC(CC(=O)OCC)=O (ethyl 4-chloro-acetoacetate). Product: C(C1=CC=CC=C1)OC(=O)N[C@@H]1[C@@H](CN(CC1)C=1SC=C(N1)CC(=O)OCC)OC (Ethyl cis(±)-[2-(4-{[(benzyloxy)carbonyl]amino}-3-methoxypiperidin-1-yl)-1,3-thiazol-4-yl]acetate). Isolated yield 96.4%. As a reaction SMILES: [C:1]([N:4]1[CH2:9][CH2:8][C@H:7]([NH:10][C:11](=[O:20])[O:12][CH2:13][C:14]2[CH:19]=[CH:18][CH:17]=[CH:16][CH:15]=2)[C@H:6]([O:21][CH3:22])[CH2:5]1)(=[S:3])[NH2:2].Cl[CH2:24][C:25](=O)[CH2:26][C:27]([O:29][CH2:30][CH3:31])=[O:28]>>[CH2:13]([O:12][C:11]([NH:10][C@H:7]1[CH2:8][CH2:9][N:4]([C:1]2[S:3][CH:24]=[C:25]([CH2:26][C:27]([O:29][CH2:30][CH3:31])=[O:28])[N:2]=2)[CH2:5][C@H:6]1[O:21][CH3:22])=[O:20])[C:14]1[CH:15]=[CH:16][CH:17]=[CH:18][CH:19]=1. Reported procedure: The same operation as in Example (22b) was performed using benzyl cis(±)-(1-carbamothioyl-3-methoxypiperidin-4-yl)-carbamate obtained in Example (64b) (97 mg, 0.30 mmol) and ethyl 4-chloro-acetoacetate (60 μL, 0.44 mmol), to obtain 125.4 mg of the title compound as a colorless oily substance (96%).